From a dataset of the Open Reaction Database (ORD), a public repository of structured organic reaction records. describe an organic reaction: reactants, conditions, products, and yield The reactants are CCO, [H][H], C=Cc1ccc(CNc2nc(N)nc(-c3ccco3)c2C#N)cc1. Product: CCc1ccc(CNc2nc(N)nc(-c3ccco3)c2C#N)cc1. RXN SMILES: [CH3:27][CH2:28][OH:29].[H:25][H:26].[NH2:1][c:2]1[n:3][c:4]([NH:15][CH2:16][c:17]2[cH:18][cH:19][c:20]([CH:23]=[CH2:24])[cH:21][cH:22]2)[c:5]([C:13]#[N:14])[c:6](-[c:8]2[o:9][cH:10][cH:11][cH:12]2)[n:7]1>>[NH2:1][c:2]1[n:3][c:4]([NH:15][CH2:16][c:17]2[cH:18][cH:19][c:20]([CH2:23][CH3:24])[cH:21][cH:22]2)[c:5]([C:13]#[N:14])[c:6](-[c:8]2[o:9][cH:10][cH:11][cH:12]2)[n:7]1. Starting materials: CN(C=O)C (N,N-dimethylformamide), NC1=C(C=C(C(=N1)N1C=C(C(C2=C(C(=C(C(=C12)F)F)F)F)=O)C(=O)O)F)F (1-(6-amino-3,5-difluoropyridine-2-yl)-5,6,7,8-tetrafluoro-4-oxo-1,4-dihydroquinoline-3-carboxylic acid), Cl.Cl.NC1CNC1 (3-aminoazetidine dihydrochloride), CN1CCCC1 (N-methylpyrrolidine). Solvent: C(C)O (ethanol). Run at temperature 90 celsius, time 30 minute. The product is NC1CN(C1)C1=C(C(=C2C(C(=CN(C2=C1F)C1=NC(=C(C=C1F)F)N)C(=O)O)=O)F)F (7-(3-aminoazetidine-1-yl)-1-(6-amino-3,5-difluoropyridine-2-yl)-5,6,8-trifluoro-4-oxo-1,4-dihydroquinoline-3-carboxylic acid). The yield is 44.1%. As a reaction SMILES: CN(C)C=O.[NH2:6][C:7]1[N:12]=[C:11]([N:13]2[C:22]3[C:17](=[C:18]([F:26])[C:19]([F:25])=[C:20](F)[C:21]=3[F:23])[C:16](=[O:27])[C:15]([C:28]([OH:30])=[O:29])=[CH:14]2)[C:10]([F:31])=[CH:9][C:8]=1[F:32].Cl.Cl.[NH2:35][CH:36]1[CH2:39][NH:38][CH2:37]1.CN1CCCC1>C(O)C>[NH2:35][CH:36]1[CH2:39][N:38]([C:20]2[C:21]([F:23])=[C:22]3[C:17]([C:16](=[O:27])[C:15]([C:28]([OH:30])=[O:29])=[CH:14][N:13]3[C:11]3[C:10]([F:31])=[CH:9][C:8]([F:32])=[C:7]([NH2:6])[N:12]=3)=[C:18]([F:26])[C:19]=2[F:25])[CH2:37]1 |f:2.3.4|. Procedure details: To 300 mg of N,N-dimethylformamide were added 100 mg of 1-(6-amino-3,5-difluoropyridine-2-yl)-5,6,7,8-tetrafluoro-4-oxo-1,4-dihydroquinoline-3-carboxylic acid, 70 mg of 3-aminoazetidine dihydrochloride, and 150 mg of N-methylpyrrolidine, and the mixture was stirred at 90° C. for 30 minutes. After adding 0.3 ml of ethanol, the mixture was allowed to cool, and the precipitate was collected by filtration and washed with ethanol and diisopropylether successively to obtain 50 mg of the title compound... Reactants: ClC1=CC(=CC=C1)C(=O)OO (3-chloroperbenzoic acid), ClC=1C=CC2=C(C(=NCC(N2CCCl)CCl)C=2OC=CC2)C1 (7-chloro-1-(β-chloroethyl)-2-chloromethyl-5-(2-furyl)-2,3-dihydro-1H-1,4-benzodiazepine), [OH-].[Na+] (sodium hydroxide). Solvent: C(Cl)Cl (methylene chloride). Product: ClC=1C=CC2=C(C(=[N+](CC(N2CCCl)CCl)[O-])C=2OC=CC2)C1 (7-chloro-1-(β-chloroethyl)-2-chloromethyl-5-(2-furyl)-2,3-dihydro-1H-1,4-benzodiazepine-4-oxide). The yield is 69.9%. RXN SMILES: [Cl:1][C:2]1[CH:3]=[CH:4][C:5]2[N:11]([CH2:12][CH2:13][Cl:14])[CH:10]([CH2:15][Cl:16])[CH2:9][N:8]=[C:7]([C:17]3[O:18][CH:19]=[CH:20][CH:21]=3)[C:6]=2[CH:22]=1.ClC1C=CC=C(C(OO)=[O:31])C=1.[OH-].[Na+]>C(Cl)Cl>[Cl:1][C:2]1[CH:3]=[CH:4][C:5]2[N:11]([CH2:12][CH2:13][Cl:14])[CH:10]([CH2:15][Cl:16])[CH2:9][N+:8]([O-:31])=[C:7]([C:17]3[O:18][CH:19]=[CH:20][CH:21]=3)[C:6]=2[CH:22]=1 |f:2.3|. Procedure: A solution of 17.8 g of 7-chloro-1-(β-chloroethyl)-2-chloromethyl-5-(2-furyl)-2,3-dihydro-1H-1,4-benzodiazepine in 250 ml of methylene chloride is heated under reflux with 10.4 g of 3-chloroperbenzoic acid for 2 hours. The reaction solution is then rendered alkaline with aqueous dilute sodium hydroxide solution and is worked up in the customary manner, and the reaction product is isolated and then purified by chromatography on aluminium oxide of activity level II, using methylene chloride, and c... The reactants are CS(=O)(=O)Cl (methanesulfonyl chloride), C(C)(=O)OC[C@@H]1[C@H](C[C@@H](O1)N1C(=O)NC(=O)C(C)=C1)O (5'-O-acetylthymidine), CS(=O)(=O)Cl (methanesulfonyl chloride). Run in N1=CC=CC=C1 (pyridine). Conditions: temperature 0 celsius. Product: C(C)(=O)OC[C@@H]1[C@H](C[C@@H](O1)N1C(=O)NC(=O)C(C)=C1)OS(=O)(=O)C (5'-O-acetyl-3'-O-methanesulfonylthymidine). As a reaction SMILES: [C:1]([O:4][CH2:5][C@H:6]1[O:10][C@@H:9]([N:11]2[CH:19]=[C:17]([CH3:18])[C:15](=[O:16])[NH:14][C:12]2=[O:13])[CH2:8][C@@H:7]1[OH:20])(=[O:3])[CH3:2].[CH3:21][S:22](Cl)(=[O:24])=[O:23]>N1C=CC=CC=1>[C:1]([O:4][CH2:5][C@H:6]1[O:10][C@@H:9]([N:11]2[CH:19]=[C:17]([CH3:18])[C:15](=[O:16])[NH:14][C:12]2=[O:13])[CH2:8][C@@H:7]1[O:20][S:22]([CH3:21])(=[O:24])=[O:23])(=[O:3])[CH3:2]. Reported procedure: The 5'-O-acetylthymidine obtained in Example 7 was dissolved in 100 ml of pyridine and cooled to 0° C. Then, 11.57 g (2 equivalents) of methanesulfonyl chloride were added thereto. After these were reacted at 0° C. for 1.5 hours, 5.79 g (one equivalent) of methanesulfonyl chloride were added thereto and reacted at 0° C. for 1.5 hours. The reaction mixture was concentrated under reduced pressure, the residue was dissolved in methylene chloride, and the insoluble substances were removed by filtrat...